From a dataset of the Open Reaction Database (ORD), a public repository of structured organic reaction records. describe an organic reaction: reactants, conditions, products, and yield Reactants: Cl.N1(C=NC=C1)C(CCC)C1=CC=C(S1)C(=O)O (5-[1-(1-Imidazolyl)-butyl]-2-thiophene-carboxylic acid, hydrochloride), Cl (hydrochloric-acid). Solvent: C(CCC)O (butanol). Run at time 20 hour. Yields the product C(CCC)OC(=O)C=1SC(=CC1)C(CCC)N1C=NC=C1 (5-[1-(1-imidazolyl)-butyl]-2-thiophene-carboxylic acid butyl ester). The yield is 31.2%. Reaction SMILES: Cl.[N:2]1([CH:7]([C:11]2[S:15][C:14]([C:16]([OH:18])=[O:17])=[CH:13][CH:12]=2)[CH2:8][CH2:9][CH3:10])[CH:6]=[CH:5][N:4]=[CH:3]1.Cl>C(O)CCC>[CH2:11]([O:17][C:16]([C:14]1[S:15][C:11]([CH:7]([N:2]2[CH:6]=[CH:5][N:4]=[CH:3]2)[CH2:8][CH2:9][CH3:10])=[CH:12][CH:13]=1)=[O:18])[CH2:7][CH2:8][CH3:9] |f:0.1|. Reported procedure: 1.2 g of the acid of example 6 is dissolved in 20 ml of butanol and the solution is saturated with hydrochloric-acid gas under ice cooling. After 20 hours, it is concentrated by evaporation, distributed between potassium carbonate solution and ether and the ether phase is separated. After drying and concentration by evaporation of the solvent, it is distilled on the bulb tube. 200 mg of the title compound is obtained. Boiling point: 230° C./0.03 mbar. Reactants: ice water, ClC1=CC=2C3=C(NC2C=C1)CCN(C3)C (8-Chloro-2,3,4,5-tetrahydro-2-methyl-1H-pyrido[4,3-b]indole), C(CCC)C1(OC1)C1=CC=C(C=C1)F (2-butyl-2-(4-fluorophenyl)oxirane), [H-].[Na+] (Sodium hydride). Solvent: CN(C)C=O (DMF). Reaction conditions: time 5 minute. The product is ClC1=CC=2C3=C(N(C2C=C1)CC(CCCC)(O)C1=CC=C(C=C1)F)CCN(C3)C (1-(8-chloro-2-methyl-3,4-dihydro-1H-pyrido[4,3-b]indol-5(2H)-yl)-2-(4-fluorophenyl)hexan-2-ol). As a reaction SMILES: [Cl:1][C:2]1[CH:10]=[CH:9][C:8]2[NH:7][C:6]3[CH2:11][CH2:12][N:13]([CH3:15])[CH2:14][C:5]=3[C:4]=2[CH:3]=1.[H-].[Na+].[CH2:18]([C:22]1([C:25]2[CH:30]=[CH:29][C:28]([F:31])=[CH:27][CH:26]=2)[CH2:24][O:23]1)[CH2:19][CH2:20][CH3:21]>CN(C=O)C>[Cl:1][C:2]1[CH:10]=[CH:9][C:8]2[N:7]([CH2:24][C:22]([C:25]3[CH:26]=[CH:27][C:28]([F:31])=[CH:29][CH:30]=3)([OH:23])[CH2:18][CH2:19][CH2:20][CH3:21])[C:6]3[CH2:11][CH2:12][N:13]([CH3:15])[CH2:14][C:5]=3[C:4]=2[CH:3]=1 |f:1.2|. Procedure details: 8-Chloro-2,3,4,5-tetrahydro-2-methyl-1H-pyrido[4,3-b]indole (1.3 g, 5 mmol) was dissolved in DMF (10 mL) and stirred for 5 min. Sodium hydride (709 mg, 17.7 mmol) was then added portionwise under nitrogen. This was followed by addition of 2-butyl-2-(4-fluorophenyl)oxirane (3.4 g, 17.7 mmol) at RT and the reaction mixture was stirred for 18 h. After completion of reaction, the reaction mixture was poured into ice water and the product extracted with EtOAc. The organic layer was washed with water,... The reactants are OC=1C(=NN(C1C1=CC=C(C=C1)CC(C)C)C)C(C)=O (1-[4-Hydroxy-5-(4-isobutylphenyl)-1-methyl-1H-pyrazol-3-yl]ethanone), N(N)C(=S)NC1=CC=C(C(=O)O)C=C1 (4-hydrazinocarbonothioylaminobenzoic acid), CN(C=O)C (dimethylformamide). The reagents and catalysts are Cl (hydrochloric acid). Solvent: O (water). Product: OC=1C(=NN(C1C1=CC=C(C=C1)CC(C)C)C)C(C)=NNC(=S)NC1=CC=C(C(=O)O)C=C1 (4-{[(2-{1-[4-hydroxy-5-(4-isobutylphenyl)-1-methyl-1H-pyrazol-3-yl]ethylidene}hydrazino)carbonothioyl]amino}benzoic acid). Yield: 75.1%. RXN SMILES: [OH:1][C:2]1[C:3]([C:18](=O)[CH3:19])=[N:4][N:5]([CH3:17])[C:6]=1[C:7]1[CH:12]=[CH:11][C:10]([CH2:13][CH:14]([CH3:16])[CH3:15])=[CH:9][CH:8]=1.[NH:21]([C:23]([NH:25][C:26]1[CH:34]=[CH:33][C:29]([C:30]([OH:32])=[O:31])=[CH:28][CH:27]=1)=[S:24])[NH2:22].CN(C)C=O>Cl.O>[OH:1][C:2]1[C:3]([C:18](=[N:22][NH:21][C:23]([NH:25][C:26]2[CH:34]=[CH:33][C:29]([C:30]([OH:32])=[O:31])=[CH:28][CH:27]=2)=[S:24])[CH3:19])=[N:4][N:5]([CH3:17])[C:6]=1[C:7]1[CH:12]=[CH:11][C:10]([CH2:13][CH:14]([CH3:16])[CH3:15])=[CH:9][CH:8]=1. Procedure: 1-[4-Hydroxy-5-(4-isobutylphenyl)-1-methyl-1H-pyrazol-3-yl]ethanone (0.179 mmol, 48.8 mg) and 4-hydrazinocarbonothioylaminobenzoic acid (0.179 mmol, 37.9 mg) were stirred with dimethylformamide (2.5 mL) and three drops of concentrated hydrochloric acid at room temperature for 24.5 hours. After addition of water, the precipitated yellow solid was recovered by filtration, washed with water and dried by means of a vacuum pump. The resulting solid was stirred with chloroform/n-hexane for a while, th... The reactants are C(C1=CC=CC=C1)=C(O)[C@H](O)[C@@H](O)[C@H](O)[C@H](O)CO (benzylidene sorbitol), C1(=CC=C(C=C1)C=O)C (paratolualdehyde), acetal, OC[C@H](O)[C@@H](O)[C@H](O)[C@H](O)CO (sorbitol), C1(=CC=C(C=C1)C=O)C (para-tolualdehyde), OC[C@H](O)[C@@H](O)[C@H](O)[C@H](O)CO (sorbitol). The solvent is C1CCCCC1 (cyclohexane). The product is C[C@@](C(O)=CC1=CC=CC=C1)(O)[C@@H](O)[C@H](O)[C@H](O)CO (methyl benzylidene sorbitol). Reaction SMILES: [CH:1](=[C:8]([C@@H:10]([C@H:12]([C@@H:14]([C@@H:16]([CH2:18][OH:19])[OH:17])[OH:15])[OH:13])[OH:11])[OH:9])[C:2]1[CH:7]=[CH:6][CH:5]=[CH:4][CH:3]=1.O[CH2:21][C@@H]([C@H]([C@@H]([C@@H](CO)O)O)O)O.C1(C)C=CC(C=O)=CC=1>C1CCCCC1>[CH3:21][C@:10]([C@H:12]([C@@H:14]([C@@H:16]([CH2:18][OH:19])[OH:17])[OH:15])[OH:13])([OH:11])[C:8](=[CH:1][C:2]1[CH:3]=[CH:4][CH:5]=[CH:6][CH:7]=1)[OH:9]. Procedure: The methyl benzylidene sorbitol was prepared in like manner as the benzylidene sorbitol in the foregoing Example 1. in which 32.0 g of 70% sorbitol, 44.3 g of para-tolualdehyde and 580 ml of cyclohexane were used. The acetal value of the reaction product in white powder from was about 345 which corresponds to the combination ratio of 3.0 moles of paratolualdehyde per 1 mole of sorbitol. Starting materials: CCN=C=NCCCN(C)C, ClCCl, Cl, O=C(O)Cc1ccc(Oc2ccc(C(F)(F)F)cn2)cc1, Nc1ccnc(Cl)c1. The product is O=C(Cc1ccc(Oc2ccc(C(F)(F)F)cn2)cc1)Nc1ccnc(Cl)c1. As a reaction SMILES: [CH2:23]([N:24]=[C:25]=[N:26][CH2:27][CH2:28][CH2:29][N:30]([CH3:31])[CH3:32])[CH3:33].[Cl:42][CH2:43][Cl:44].[ClH:22].[F:1][C:2]([c:3]1[cH:4][cH:5][c:6]([O:9][c:10]2[cH:11][cH:12][c:13]([CH2:16][C:17](=[O:18])[OH:19])[cH:14][cH:15]2)[n:7][cH:8]1)([F:20])[F:21].[NH2:34][c:35]1[cH:36][c:37]([Cl:41])[n:38][cH:39][cH:40]1>>[F:1][C:2]([c:3]1[cH:4][cH:5][c:6]([O:9][c:10]2[cH:11][cH:12][c:13]([CH2:16][C:17](=[O:19])[NH:34][c:35]3[cH:36][c:37]([Cl:41])[n:38][cH:39][cH:40]3)[cH:14][cH:15]2)[n:7][cH:8]1)([F:20])[F:21]. Reactants: solid, Cl.Cl.Cl.O1COC2=C1C=CC=C2N2CCN(CC2)CC[C@@H]2CC[C@H](CC2)N (Trans-4-[2-(4-Benzo[1,3]dioxol-4-yl-piperazin-1-yl)-ethyl]-cyclohexylamine trihydrochloride), Cl.Cl.Cl.O1COC2=C1C=CC=C2N2CCN(CC2)CC[C@@H]2CC[C@H](CC2)N (Trans-4-[2-(4-Benzo[1,3]dioxol-4-yl-piperazin-1-yl)-ethyl]-cyclohexylamine trihydrochloride), OC(C(=O)O)CC (2-hydroxybutanoic acid). Product: O1COC2=C1C=CC=C2N2CCN(CC2)CC[C@@H]2CC[C@H](CC2)NC(C(CC)O)=O (Trans-N-{4-[2-(4-Benzo[1,3]dioxol-4-yl-piperazin-1-yl)-ethyl]-cyclohexyl}-2-hydroxy-butyramide). RXN SMILES: Cl.Cl.Cl.[O:4]1[C:8]2[CH:9]=[CH:10][CH:11]=[C:12]([N:13]3[CH2:18][CH2:17][N:16]([CH2:19][CH2:20][C@H:21]4[CH2:26][CH2:25][C@H:24]([NH2:27])[CH2:23][CH2:22]4)[CH2:15][CH2:14]3)[C:7]=2[O:6][CH2:5]1.[OH:28][CH:29]([CH2:33][CH3:34])[C:30](O)=[O:31]>>[O:4]1[C:8]2[CH:9]=[CH:10][CH:11]=[C:12]([N:13]3[CH2:18][CH2:17][N:16]([CH2:19][CH2:20][C@H:21]4[CH2:26][CH2:25][C@H:24]([NH:27][C:30](=[O:31])[CH:29]([OH:28])[CH2:33][CH3:34])[CH2:23][CH2:22]4)[CH2:15][CH2:14]3)[C:7]=2[O:6][CH2:5]1 |f:0.1.2.3|. Procedure details: The title compound, white solid (15 mg, 50.1%), MS (ISP) m/z=418.3 [(M+H)+], was prepared in accordance with the general method of example 1 from Trans-4-[2-(4-Benzo[1,3]dioxol-4-yl-piperazin-1-yl)-ethyl]-cyclohexylamine trihydrochloride (Intermediate A) (30 mg, 68.1 mmol) and 2-hydroxybutanoic acid.